From a dataset of the Open Reaction Database (ORD), a public repository of structured organic reaction records. describe an organic reaction: reactants, conditions, products, and yield The reactants are N1CCC2(CC1)CSC1=C(O2)C2=CC=CC=C2C(C1=O)=O (spiro[naphtho[1,2-b][1,4]oxathiine-2,4′-piperidine]-5,6-dione), ClC1=C(C=CC(=O)Cl)C=CC=C1 (2-chlorocinnamoyl chloride). Yields the product ClC1=C(C=CC=C1)/C=C/C(=O)N1CCC2(CC1)CSC1=C(O2)C2=CC=CC=C2C(C1=O)=O (1′-[(2E)-3-(2-chlorophenyl)prop-2-enoyl]spiro[naphtho[1,2-b][1,4]oxathiine-2,4′-piperidine]-5,6-dione). Reaction SMILES: [NH:1]1[CH2:6][CH2:5][C:4]2([O:11][C:10]3[C:12]4[C:17]([C:18](=[O:21])[C:19](=[O:20])[C:9]=3[S:8][CH2:7]2)=[CH:16][CH:15]=[CH:14][CH:13]=4)[CH2:3][CH2:2]1.[Cl:22][C:23]1[CH:33]=[CH:32][CH:31]=[CH:30][C:24]=1[CH:25]=[CH:26][C:27](Cl)=[O:28]>>[Cl:22][C:23]1[CH:33]=[CH:32][CH:31]=[CH:30][C:24]=1/[CH:25]=[CH:26]/[C:27]([N:1]1[CH2:2][CH2:3][C:4]2([O:11][C:10]3[C:12]4[C:17]([C:18](=[O:21])[C:19](=[O:20])[C:9]=3[S:8][CH2:7]2)=[CH:16][CH:15]=[CH:14][CH:13]=4)[CH2:5][CH2:6]1)=[O:28]. Reported procedure: Compound 61 was synthesized using spiro[naphtho[1,2-b][1,4]oxathiine-2,4′-piperidine]-5,6-dione, 2-chlorocinnamoyl chloride and conditions outlined in procedure N. M.p.=110-115° C.; 300 MHz 1H NMR (DMSO) δ 8.0-7.75 (m, 5H), 7.6-7.4 (m, 3H), 7.4-7.25 (m, 1H), 7.2-7.1 (m, 1H), 4.5-4.35 (m, 1H), 3.45-3.05 (m, 5H), 2.25-1.7 (m, 4H); LCMS: 466 [M+H]. Reactants: BrC1=NC=CC(=C1)C#N (2-bromo-4-pyridinecarbonitrile), O (Water), C(C)(C)(C)P(C1=C(C=CC=C1)C1=C(C=C(C=C1C(C)C)C(C)C)C(C)C)C(C)(C)C (2-di-tert-butylphosphino-2′,4′,6′-triisopropylbiphenyl), [Si](C)(C)(C(C)(C)C)OC1=CC=C(N)C=C1 (4-[(tert-butyldimethylsilyl)oxy]aniline), sodium tert-butylate. Reagents/catalysts: C=1C=CC(=CC1)/C=C/C(=O)/C=C/C2=CC=CC=C2.C=1C=CC(=CC1)/C=C/C(=O)/C=C/C2=CC=CC=C2.C=1C=CC(=CC1)/C=C/C(=O)/C=C/C2=CC=CC=C2.[Pd].[Pd] (Tris(dibenzylideneacetone)-dipalladium(0)). The solvent is CCCCCCC (heptane), C1(=CC=CC=C1)C (toluene). Run at temperature 50 celsius. The product is [Si](C)(C)(C(C)(C)C)OC1=CC=C(C=C1)NC1=NC=CC(=C1)C#N (2-({4-[(tert-Butyldimethylsilyl)oxy]phenyl}amino)pyridine-4-carbonitrile). Reaction SMILES: Br[C:2]1[CH:7]=[C:6]([C:8]#[N:9])[CH:5]=[CH:4][N:3]=1.[Si:10]([O:17][C:18]1[CH:24]=[CH:23][C:21]([NH2:22])=[CH:20][CH:19]=1)([C:13]([CH3:16])([CH3:15])[CH3:14])([CH3:12])[CH3:11].C(P(C(C)(C)C)C1C=CC=CC=1C1C(C(C)C)=CC(C(C)C)=CC=1C(C)C)(C)(C)C.O>C1(C)C=CC=CC=1.CCCCCCC.C1C=CC(/C=C/C(/C=C/C2C=CC=CC=2)=O)=CC=1.C1C=CC(/C=C/C(/C=C/C2C=CC=CC=2)=O)=CC=1.C1C=CC(/C=C/C(/C=C/C2C=CC=CC=2)=O)=CC=1.[Pd].[Pd]>[Si:10]([O:17][C:18]1[CH:24]=[CH:23][C:21]([NH:22][C:2]2[CH:7]=[C:6]([C:8]#[N:9])[CH:5]=[CH:4][N:3]=2)=[CH:20][CH:19]=1)([C:13]([CH3:16])([CH3:15])[CH3:14])([CH3:12])[CH3:11] |f:6.7.8.9.10|. Procedure details: A solution composed of 2-bromo-4-pyridinecarbonitrile (5.00 g, 36.1 mmol), 4-[(tert-butyldimethylsilyl)oxy]aniline (8.06 g, 36.1 mmol), sodium tert-butylate (4.50 g, 46.9 mmol) and 2-di-tert-butylphosphino-2′,4′,6′-triisopropylbiphenyl (0.458 g, 1.08 mmol) in toluene (50 mL) is purged with nitrogen. Tris(dibenzylideneacetone)-dipalladium(0) (0.99 g, 1.08 mmol) is then added to the reaction mixture, and then the batch is heated at 50° C. for 1.5 hours. The mixture is then allowed to cool to ambie...